Dataset: the Open Reaction Database (ORD), a public repository of structured organic reaction records. Task: describe an organic reaction: reactants, conditions, products, and yield Product: O=[N+]([O-])c1cc(S(F)(F)(F)(F)F)ccc1C(Cl)Cl. Reactants: C1CCOC1, CC(C)(C)[O-], CO, CC(=O)O, ClC(Cl)Cl, [K+], O=[N+]([O-])c1cccc(S(F)(F)(F)(F)F)c1, CN(C)C=O, O. Reaction SMILES: [CH2:7]1[O:8][CH2:9][CH2:10][CH2:11]1.[CH3:1][C:2]([CH3:3])([O-:4])[CH3:5].[CH3:36][OH:37].[CH3:39][C:40](=[O:41])[OH:42].[Cl:27][CH:28]([Cl:29])[Cl:30].[K+:6].[N+:12](=[O:13])([O-:14])[c:15]1[cH:16][c:17]([S:21]([F:22])([F:23])([F:24])([F:25])[F:26])[cH:18][cH:19][cH:20]1.[O:31]=[CH:32][N:33]([CH3:34])[CH3:35].[OH2:38]>>[N+:12](=[O:13])([O-:14])[c:15]1[cH:16][c:17]([S:21]([F:22])([F:23])([F:24])([F:25])[F:26])[cH:18][cH:19][c:20]1[CH:28]([Cl:27])[Cl:29]. Reactants: C(C)OC1N(C2=CC=CC=C2C=C1)C(=O)OCC (2-ethoxy-N-ethoxycarbonyl-1,2-dihydroquinoline), C(C)(C)(C)OC(=O)N[C@@H](CO)C(=O)O (tert-butoxycarbonyl-L-serine), Cl.COC([C@H](N)CCC(=O)OC)=O (D-glutamic acid dimethyl ester hydrochloride), CN1CCOCC1 (N-methylmorpholine). Solvent: CN(C=O)C (dimethylformamide). Conditions: time 16 hour. Product: COC([C@H](NC([C@@H](NC(=O)OC(C)(C)C)CO)=O)CCC(=O)OC)=O (tert-butoxycarbonyl-L-seryl-D-glutamic acid dimethyl ester). Isolated yield 683.0%. RXN SMILES: C(OC1C=CC2C(=CC=CC=2)N1C(OCC)=O)C.[C:19]([O:23][C:24]([NH:26][C@H:27]([C:30]([OH:32])=O)[CH2:28][OH:29])=[O:25])([CH3:22])([CH3:21])[CH3:20].Cl.[CH3:34][O:35][C:36](=[O:45])[C@@H:37]([CH2:39][CH2:40][C:41]([O:43][CH3:44])=[O:42])[NH2:38].CN1CCOCC1>CN(C)C=O>[CH3:34][O:35][C:36](=[O:45])[C@@H:37]([CH2:39][CH2:40][C:41]([O:43][CH3:44])=[O:42])[NH:38][C:30](=[O:32])[C@H:27]([CH2:28][OH:29])[NH:26][C:24]([O:23][C:19]([CH3:20])([CH3:21])[CH3:22])=[O:25] |f:2.3|. Procedure details: 5.4 g (2.2 mmol) of 2-ethoxy-N-ethoxycarbonyl-1,2-dihydroquinoline (EEDQ) are added to 4.1 g (2 mmol) of tert-butoxycarbonyl-L-serine, 4.23 g (2 mmol) of D-glutamic acid dimethyl ester hydrochloride and 1.01 g (2 mmol) of N-methylmorpholine in 40 ml of dimethylformamide. After stirring for 16 hours at room temperature, the resulting suspension is filtered and the filtrate is evaporated to dryness. The oily residue is taken up in 150 ml of ethyl acetate and, in the cold, is washed 5 times with 50... Starting materials: CS(=O)(=O)O, CO, CCO, OC1(c2ccc(Cl)cc2)CCNCC1, [K+], [K+], O=C([O-])[O-], O=C1c2ccccc2COc2ccc(CCO)cc21. Product: O=C1c2ccccc2COc2ccc(CCN3CCC(O)(c4ccc(Cl)cc4)CC3)cc21. As a reaction SMILES: [CH3:15][S:16]([OH:17])(=[O:18])=[O:19].[CH3:45][OH:46].[CH3:47][CH2:48][OH:49].[Cl:1][c:2]1[cH:3][cH:4][c:5]([C:8]2([OH:14])[CH2:9][CH2:10][NH:11][CH2:12][CH2:13]2)[cH:6][cH:7]1.[K+:39].[K+:40].[O-:41][C:42]([O-:43])=[O:44].[O:20]=[C:21]1[c:22]2[c:23]([cH:32][cH:33][c:34]([CH2:36][CH2:37][OH:38])[cH:35]2)[O:24][CH2:25][c:26]2[c:27]1[cH:28][cH:29][cH:30][cH:31]2>>[Cl:1][c:2]1[cH:3][cH:4][c:5]([C:8]2([OH:14])[CH2:9][CH2:10][N:11]([CH2:37][CH2:36][c:34]3[cH:33][cH:32][c:23]4[c:22]([cH:35]3)[C:21](=[O:20])[c:27]3[c:26]([cH:31][cH:30][cH:29][cH:28]3)[CH2:25][O:24]4)[CH2:12][CH2:13]2)[cH:6][cH:7]1. The reactants are CCOC(=O)Cc1ccc(OC)c(Oc2ccc(Cl)cc2CO)c1, COCCOC, BrP(Br)Br. The product is CCOC(=O)Cc1ccc(OC)c(Oc2ccc(Cl)cc2CBr)c1. Reaction SMILES: [CH2:1]([CH3:2])[O:3][C:4]([CH2:5][c:6]1[cH:7][c:8]([O:14][c:15]2[c:16]([CH2:22][OH:23])[cH:17][c:18]([Cl:21])[cH:19][cH:20]2)[c:9]([O:12][CH3:13])[cH:10][cH:11]1)=[O:24].[CH3:29][O:30][CH2:31][CH2:32][O:33][CH3:34].[P:25]([Br:26])([Br:27])[Br:28]>>[CH2:1]([CH3:2])[O:3][C:4]([CH2:5][c:6]1[cH:7][c:8]([O:14][c:15]2[c:16]([CH2:22][Br:26])[cH:17][c:18]([Cl:21])[cH:19][cH:20]2)[c:9]([O:12][CH3:13])[cH:10][cH:11]1)=[O:24]. As a reaction SMILES: [Ag-:33]=[O:34].[CH2:1]([c:2]1[cH:3][cH:4][cH:5][cH:6][cH:7]1)[O:8][c:9]1[cH:10][cH:11][c:12](-[n:15]2[c:16]([CH2:26][OH:27])[cH:17][c:18]3[cH:19][c:20]([O:24][CH3:25])[cH:21][cH:22][c:23]23)[cH:13][cH:14]1.[CH3:30][C:31]#[N:32].[I:28][CH3:29]>>[CH2:1]([c:2]1[cH:3][cH:4][cH:5][cH:6][cH:7]1)[O:8][c:9]1[cH:10][cH:11][c:12](-[n:15]2[c:16]([CH2:26][O:27][CH3:29])[cH:17][c:18]3[cH:19][c:20]([O:24][CH3:25])[cH:21][cH:22][c:23]23)[cH:13][cH:14]1. Yields the product COCc1cc2cc(OC)ccc2n1-c1ccc(OCc2ccccc2)cc1. Reactants: O=[Ag-], COc1ccc2c(c1)cc(CO)n2-c1ccc(OCc2ccccc2)cc1, CC#N, CI. Starting materials: S(=O)(Cl)Cl (thionyl chloride), NC=1C(NC=CC1)=O (3-amino-2-pyridone), ClC1=C(C(=O)O)C=CC=N1 (2-chloronicotinic acid). Solvent: N1=CC=CC=C1 (pyridine). Reaction conditions: time 8 hour. Product: acid chloride, ClC1=C(C(=O)O)C=CC=N1 (2-chloronicotinic acid), ClC1=C(C(=O)NC=2C(NC=CC2)=O)C=CC=N1 (3-(2-chloronicotinoylamino)-2-pyridone). As a reaction SMILES: [Cl:1][C:2]1[N:10]=[CH:9][CH:8]=[CH:7][C:3]=1[C:4]([OH:6])=[O:5].S(Cl)(Cl)=O.[NH2:15][C:16]1[C:17](=[O:22])[NH:18][CH:19]=[CH:20][CH:21]=1>N1C=CC=CC=1>[Cl:1][C:2]1[N:10]=[CH:9][CH:8]=[CH:7][C:3]=1[C:4]([OH:6])=[O:5].[Cl:1][C:2]1[N:10]=[CH:9][CH:8]=[CH:7][C:3]=1[C:4]([NH:15][C:16]1[C:17](=[O:22])[NH:18][CH:19]=[CH:20][CH:21]=1)=[O:6]. Reported procedure: The acid chloride of 2-chloronicotinic acid was prepared by refluxing 11 g. (0.07 mole) of 2-chloronicotinic acid in 80 ml. of thionyl chloride for 1.5 hours. After evaporating to dryness, the oily residue was dissolved in 50 ml. of ether. The ether solution was added to a stirred ice-cold solution of 7.7 g. (0.07 mole) of 3-amino-2-pyridone in 80 ml. of dry pyridine during 15 minutes. After 30 more minutes at ice temperature and 4 hours at room temperature, it was allowed to stand overnight in ...